The task is: describe an organic reaction: reactants, conditions, products, and yield. This data is from the Open Reaction Database (ORD), a public repository of structured organic reaction records. Starting materials: O=CC(=O)O, COc1cccc(C=CC(C)=O)c1, CC(=O)O, O, O. Yields the product COc1cccc(C=CC(=O)C=CC(=O)O)c1. Reaction SMILES: [C:15]([CH:16]=[O:17])(=[O:18])[OH:19].[CH3:1][O:2][c:3]1[cH:4][c:5]([CH:9]=[CH:10][C:11]([CH3:12])=[O:13])[cH:6][cH:7][cH:8]1.[CH3:20][C:21](=[O:22])[OH:23].[OH2:14].[OH2:24]>>[CH3:1][O:2][c:3]1[cH:4][c:5]([CH:9]=[CH:10][C:11]([CH:12]=[CH:16][C:15](=[O:18])[OH:19])=[O:13])[cH:6][cH:7][cH:8]1. Starting materials: O=C1C2C3CC4C2C4C3C1 (8-oxotetracyclo-[4,3,0,02,4,03,7 ]nonane), C(#N)CP(OCC)(OCC)=O (diethyl cyanomethylphosphonate), O (water), [H-].[Na+] (Sodium hydride). Solvent: CS(=O)C (dimethyl sulphoxide), O1CCCC1 (tetrahydrofuran), O1CCCC1 (tetrahydrofuran), CS(=O)C (dimethyl sulphoxide). Reaction conditions: time 30 minute. The product is C(#N)C=C1C2C3CC4C2C4C3C1 (8-cyanomethylenetetracyclo-[4,3,0,02,4,03,7 ]nonane). As a reaction SMILES: [H-].[Na+].[C:3]([CH2:5]P(=O)(OCC)OCC)#[N:4].O=[C:15]1[CH2:23][CH:22]2[CH:17]3[CH2:18][CH:19]4[CH:21]2[CH:20]4[CH:16]13.O>O1CCCC1.CS(C)=O>[C:3]([CH:5]=[C:15]1[CH2:23][CH:22]2[CH:17]3[CH2:18][CH:19]4[CH:21]2[CH:20]4[CH:16]13)#[N:4] |f:0.1|. Procedure: Sodium hydride (2.4 g. washed free of oil) was treated with dimethyl sulphoxide (100 ml.) and warmed under nitrogen to 75°-80° C. for 35 minutes. The mixture was cooled to ambient temperature and a solution of diethyl cyanomethylphosphonate (17.7 g.) in dry tetrahydrofuran (100 ml.) added dropwise. The mixture was stirred for 30 minutes. A solution of the above ketone (13.4 g.) in a mixture of dimethyl sulphoxide (100 ml.) and tetrahydrofuran (100 ml.) was then added dropwise and stirred for 16 ... Starting materials: CCO, COC(=O)c1ccc2c(C)nn(Cc3ccc(Cl)cc3Cl)c2c1, [Na+], [OH-]. Yields the product Cc1nn(Cc2ccc(Cl)cc2Cl)c2cc(C(=O)O)ccc12. As a reaction SMILES: [CH3:26][CH2:27][OH:28].[Cl:1][c:2]1[c:3]([CH2:4][n:5]2[n:6][c:7]([CH3:18])[c:8]3[cH:9][cH:10][c:11]([C:14](=[O:15])[O:16][CH3:17])[cH:12][c:13]23)[cH:19][cH:20][c:21]([Cl:23])[cH:22]1.[Na+:25].[OH-:24]>>[Cl:1][c:2]1[c:3]([CH2:4][n:5]2[n:6][c:7]([CH3:18])[c:8]3[cH:9][cH:10][c:11]([C:14](=[O:15])[OH:16])[cH:12][c:13]23)[cH:19][cH:20][c:21]([Cl:23])[cH:22]1. Reactants: O=C([O-])O, Cc1cn2c(=O)c(OCc3ccccc3)c(C(=O)O)nc2s1, C1CCOC1, CCN=C=NCCCN(C)C, Cl, Cl, NCC(=O)Cc1ccc(F)cc1, [Na+], On1nnc2ccccc21. Product: Cc1cn2c(=O)c(OCc3ccccc3)c(C(=O)NCC(=O)Cc3ccc(F)cc3)nc2s1. As a reaction SMILES: [C:58](=[O:59])([OH:60])[O-:61].[CH2:1]([c:2]1[cH:3][cH:4][cH:5][cH:6][cH:7]1)[O:8][c:9]1[c:10]([C:20](=[O:21])[OH:22])[n:11][c:12]2[n:13]([c:14]1=[O:15])[cH:16][c:17]([CH3:19])[s:18]2.[CH2:63]1[O:64][CH2:65][CH2:66][CH2:67]1.[CH3:36][CH2:37][N:38]=[C:39]=[N:40][CH2:41][CH2:42][CH2:43][N:44]([CH3:45])[CH3:46].[ClH:23].[ClH:47].[NH2:24][CH2:25][C:26]([CH2:27][c:28]1[cH:29][cH:30][c:31]([F:34])[cH:32][cH:33]1)=[O:35].[Na+:62].[OH:48][n:49]1[c:50]2[c:51]([cH:52][cH:53][cH:54][cH:55]2)[n:56][n:57]1>>[CH2:1]([c:2]1[cH:3][cH:4][cH:5][cH:6][cH:7]1)[O:8][c:9]1[c:10]([C:20](=[O:21])[NH:24][CH2:25][C:26]([CH2:27][c:28]2[cH:29][cH:30][c:31]([F:34])[cH:32][cH:33]2)=[O:35])[n:11][c:12]2[n:13]([c:14]1=[O:15])[cH:16][c:17]([CH3:19])[s:18]2. RXN SMILES: [CH3:1][n:2]1[n:3][c:4]([NH:7][C:8](=[O:9])[c:10]2[n:11][c:12]([CH3:17])[cH:13][cH:14][c:15]2[Br:16])[cH:5][cH:6]1.[NH2:18][c:19]1[s:20][cH:21][c:22]([CH3:24])[n:23]1>>[CH3:1][n:2]1[n:3][c:4]([NH:7][C:8](=[O:9])[c:10]2[n:11][c:12]([CH3:17])[cH:13][cH:14][c:15]2[NH:18][c:19]2[s:20][cH:21][c:22]([CH3:24])[n:23]2)[cH:5][cH:6]1. The product is Cc1csc(Nc2ccc(C)nc2C(=O)Nc2ccn(C)n2)n1. Reactants: Cc1ccc(Br)c(C(=O)Nc2ccn(C)n2)n1, Cc1csc(N)n1. Starting materials: Cl.C1(CC1)COC1=C(C2=C(OCO2)C=C1)C1=C2C(=NC=C1)C(=C(N2)C)C(=O)NC2CCNCC2 (7-[5-(cyclopropylmethoxy)-1,3-benzodioxol-4-yl]-2-methyl-N-piperidin-4-yl-1H-pyrrolo[3,2-b]pyridine-3-carboxamide hydrochloride), C(C)(=O)O[C@H](C(=O)Cl)C ((2S)-1-chloro-1-oxopropan-2-yl acetate). The product is C1(CC1)COC1=C(C2=C(OCO2)C=C1)C1=C2C(=NC=C1)C(=C(N2)C)C(=O)NC2CCN(CC2)C([C@H](C)O)=O (7-[5-(Cyclopropylmethoxy)-1,3-benzodioxol-4-yl]-N-{1-[(2S)-2-hydroxypropanoyl]piperidin-4-yl}-2-methyl-1H-pyrrolo[3,2-b]pyridine-3-carboxamide). Reaction SMILES: Cl.[CH:2]1([CH2:5][O:6][C:7]2[CH:15]=[CH:14][C:10]3[O:11][CH2:12][O:13][C:9]=3[C:8]=2[C:16]2[CH:21]=[CH:20][N:19]=[C:18]3[C:22]([C:26]([NH:28][CH:29]4[CH2:34][CH2:33][NH:32][CH2:31][CH2:30]4)=[O:27])=[C:23]([CH3:25])[NH:24][C:17]=23)[CH2:4][CH2:3]1.C([O:38][C@@H:39]([CH3:43])[C:40](Cl)=[O:41])(=O)C>>[CH:2]1([CH2:5][O:6][C:7]2[CH:15]=[CH:14][C:10]3[O:11][CH2:12][O:13][C:9]=3[C:8]=2[C:16]2[CH:21]=[CH:20][N:19]=[C:18]3[C:22]([C:26]([NH:28][CH:29]4[CH2:30][CH2:31][N:32]([C:40](=[O:41])[C@@H:39]([OH:38])[CH3:43])[CH2:33][CH2:34]4)=[O:27])=[C:23]([CH3:25])[NH:24][C:17]=23)[CH2:4][CH2:3]1 |f:0.1|. Reported procedure: Starting from 7-[5-(cyclopropylmethoxy)-1,3-benzodioxol-4-yl]-2-methyl-N-piperidin-4-yl-1H-pyrrolo[3,2-b]pyridine-3-carboxamide hydrochloride (example D.f1) and commercially available (2S)-1-chloro-1-oxopropan-2-yl acetate the title compound is obtained as colorless solid.